Task: describe an organic reaction: reactants, conditions, products, and yield. Dataset: the Open Reaction Database (ORD), a public repository of structured organic reaction records Starting materials: CN(C(NC(SCC)=N)=O)C (ethyl 4,4-dimethylthioallophanimidate), CN=C=O (methylisocyanate). Solvent: C(Cl)Cl (methylene chloride). Product: CN(C(=O)N=C(NC(=O)NC)SCC)C (ethyl N-dimethylcarbamoyl-4-methylthioallophanimidate). RXN SMILES: [CH3:1][N:2]([CH3:11])[C:3](=[O:10])[NH:4][C:5](=[NH:9])[S:6][CH2:7][CH3:8].[CH3:12][N:13]=[C:14]=[O:15]>C(Cl)Cl>[CH3:11][N:2]([CH3:1])[C:3]([N:4]=[C:5]([S:6][CH2:7][CH3:8])[NH:9][C:14]([NH:13][CH3:12])=[O:15])=[O:10]. Procedure details: A solution of 5 parts of ethyl 4,4-dimethylthioallophanimidate and 1.8 parts of methylisocyanate in 70 parts of methylene chloride was refluxed for 2 hours. After evaporation of the solvent, the residue was recrystallized from ethylacetate to give ethyl N-dimethylcarbamoyl-4-methylthioallophanimidate (a compound of formula I), m.p. 109°-111.5° C. The reactants are NC1=CC=C(C=C1)C=1N(C2=CC(=CC=C2C1C#N)OC)C1CC1 (2-(4-aminophenyl)-1-cyclopropyl-6-methoxyindole-3-carbonitrile), B(Br)(Br)Br (boron tribromide), C(=O)(O)[O-].[Na+] (NaHCO3). The solvent is C(Cl)Cl (DCM). Run at temperature -15 celsius, time 1.5 hour. Product: NC1=CC=C(C=C1)C=1N(C2=CC(=CC=C2C1C#N)O)C1CC1 (2-(4-aminophenyl)-1-cyclopropyl-6-hydroxyindole-3-carbonitrile). RXN SMILES: [NH2:1][C:2]1[CH:7]=[CH:6][C:5]([C:8]2[N:9]([CH:21]3[CH2:23][CH2:22]3)[C:10]3[C:15]([C:16]=2[C:17]#[N:18])=[CH:14][CH:13]=[C:12]([O:19]C)[CH:11]=3)=[CH:4][CH:3]=1.B(Br)(Br)Br.C([O-])(O)=O.[Na+]>C(Cl)Cl>[NH2:1][C:2]1[CH:7]=[CH:6][C:5]([C:8]2[N:9]([CH:21]3[CH2:22][CH2:23]3)[C:10]3[C:15]([C:16]=2[C:17]#[N:18])=[CH:14][CH:13]=[C:12]([OH:19])[CH:11]=3)=[CH:4][CH:3]=1 |f:2.3|. Reported procedure: To a solution of 2-(4-aminophenyl)-1-cyclopropyl-6-methoxyindole-3-carbonitrile (2.02 g, 6.7 mmol), prepared in example 1CG, step E, in dry DCM (30 mL), at −30° C., is added boron tribromide (8.35 g, 3.15 mL, 33.3 mmol). The mixture is stirred at −30° C. ˜−15° C. for 1.5 h and then brought to ambient temperature and stirred for 15 min. The mixture is poured into saturated NaHCO3 and ice and stirred for 1 h. The volatiles are removed on a rotovap and the precipitate is collected via filtration an... The reactants are C1(=CC=CC=C1)C(N1CCN(CC1)CC1=CC2=C(N(C(=N2)C2=CC=CC=C2)CCO)C=C1)C1=CC=CC=C1 (5-[4-(diphenylmethyl)-1-piperazinylmethyl]-2-phenyl-1H-benzimidazole-1-ethanol), C(C1=CC=CC=C1)(=O)Cl (benzoyl chloride). Run in N1=CC=CC=C1 (pyridine). Reaction conditions: time 2 hour. Yields the product C1(=CC=CC=C1)C(N1CCN(CC1)CC1=CC2=C(N(C(=N2)C2=CC=CC=C2)CCOC(C2=CC=CC=C2)=O)C=C1)C1=CC=CC=C1 ([2-{5-[4-(diphenylmethyl)-1-piperazinylmethyl]-2-phenyl-1H-benzimidazol-1-yl}ethyl]benzoate). Yield: 66.5%. RXN SMILES: [C:1]1([CH:7]([C:33]2[CH:38]=[CH:37][CH:36]=[CH:35][CH:34]=2)[N:8]2[CH2:13][CH2:12][N:11]([CH2:14][C:15]3[CH:32]=[CH:31][C:18]4[N:19]([CH2:28][CH2:29][OH:30])[C:20]([C:22]5[CH:27]=[CH:26][CH:25]=[CH:24][CH:23]=5)=[N:21][C:17]=4[CH:16]=3)[CH2:10][CH2:9]2)[CH:6]=[CH:5][CH:4]=[CH:3][CH:2]=1.[C:39](Cl)(=[O:46])[C:40]1[CH:45]=[CH:44][CH:43]=[CH:42][CH:41]=1>N1C=CC=CC=1>[C:33]1([CH:7]([C:1]2[CH:6]=[CH:5][CH:4]=[CH:3][CH:2]=2)[N:8]2[CH2:13][CH2:12][N:11]([CH2:14][C:15]3[CH:32]=[CH:31][C:18]4[N:19]([CH2:28][CH2:29][O:30][C:39](=[O:46])[C:40]5[CH:45]=[CH:44][CH:43]=[CH:42][CH:41]=5)[C:20]([C:22]5[CH:27]=[CH:26][CH:25]=[CH:24][CH:23]=5)=[N:21][C:17]=4[CH:16]=3)[CH2:10][CH2:9]2)[CH:38]=[CH:37][CH:36]=[CH:35][CH:34]=1. Procedure details: To a stirred mixture of 5.03 parts of 5-[4-(diphenylmethyl)-1-piperazinylmethyl]-2-phenyl-1H-benzimidazole-1-ethanol and 50 parts of pyridine are added dropwise 3 parts of benzoyl chloride at room temperature. Upon completion, stirring at room temperature is continued for 2 hours. The reaction mixture is evaporated and water is added to the residue. The product is extracted with dichloromethane. The extract is washed with water, dried, filtered and evaporated. The residue is crystallized from 20... Starting materials: CC#N, O=C(O)Cc1cccc(NC(=O)Oc2ccc([N+](=O)[O-])cc2)c1, CC1(C)Oc2ccc(C#N)cc2C(N)C1O. Product: CC1(C)Oc2ccc(C#N)cc2C(NC(=O)Nc2cccc(CC(=O)O)c2)C1O. Reaction SMILES: [CH3:40][C:41]#[N:42].[N+:17]([c:18]1[cH:19][cH:20][c:21]([O:26][C:27](=[O:22])[NH:29][c:30]2[cH:31][c:32]([CH2:36][C:37](=[O:38])[OH:39])[cH:33][cH:34][cH:35]2)[cH:23][cH:24]1)([O-:25])=[O:28].[NH2:1][CH:2]1[CH:3]([OH:16])[C:4]([CH3:14])([CH3:15])[O:5][c:6]2[c:7]1[cH:8][c:9]([C:12]#[N:13])[cH:10][cH:11]2>>[NH:1]([CH:2]1[CH:3]([OH:16])[C:4]([CH3:14])([CH3:15])[O:5][c:6]2[c:7]1[cH:8][c:9]([C:12]#[N:13])[cH:10][cH:11]2)[C:27](=[O:26])[NH:29][c:30]1[cH:31][c:32]([CH2:36][C:37](=[O:38])[OH:39])[cH:33][cH:34][cH:35]1. Reactants: CN(C1CCC(CC1)OC=1C2=C(N=CN1)SC(=C2)CCNC(OC(C)(C)C)=O)C (tert-butyl N-[2-(4-[[4-(dimethylamino)cyclohexyl]oxy]thieno[2,3-d]pyrimidin-6-yl)ethyl]carbamate), C(=O)(C(F)(F)F)O (CF3COOH). The solvent is C(Cl)Cl (DCM). Conditions: time 5 hour. Yields the product FC(C(=O)O)(F)F.NCCC1=CC2=C(N=CN=C2OC2CCC(CC2)N(C)C)S1 (4-[[6-(2-aminoethyl)thieno[2,3-d]pyrimidin-4-yl]oxy]-N,N-dimethylcyclohexan-1-amine trifluoroacetate). RXN SMILES: [CH3:1][N:2]([CH3:29])[CH:3]1[CH2:8][CH2:7][CH:6]([O:9][C:10]2[C:11]3[CH:18]=[C:17]([CH2:19][CH2:20][NH:21]C(=O)OC(C)(C)C)[S:16][C:12]=3[N:13]=[CH:14][N:15]=2)[CH2:5][CH2:4]1.[C:30]([OH:36])([C:32]([F:35])([F:34])[F:33])=[O:31]>C(Cl)Cl>[F:33][C:32]([F:35])([F:34])[C:30]([OH:36])=[O:31].[NH2:21][CH2:20][CH2:19][C:17]1[S:16][C:12]2[N:13]=[CH:14][N:15]=[C:10]([O:9][CH:6]3[CH2:7][CH2:8][CH:3]([N:2]([CH3:29])[CH3:1])[CH2:4][CH2:5]3)[C:11]=2[CH:18]=1 |f:3.4|. Procedure: To a solution of tert-butyl N-[2-(4-[[4-(dimethylamino)cyclohexyl]oxy]thieno[2,3-d]pyrimidin-6-yl)ethyl]carbamate (140 mg, 0.33 mmol, 1.00 equiv) in 5 mL of DCM was added CF3COOH (0.5 mL) at room temperature. The resulting solution was stirred for 5 h at ambient temperature and then concentrated under vacuum to give the desired 4-[[6-(2-aminoethyl)thieno[2,3-d]pyrimidin-4-yl]oxy]-N,N-dimethylcyclohexan-1-amine trifluoroacetate (100 mg) as a yellow oil which was used directly without further puri...